The task is: describe an organic reaction: reactants, conditions, products, and yield. This data is from the Open Reaction Database (ORD), a public repository of structured organic reaction records. Reactants: O=C([O-])[O-], CCNC(=O)c1ccc(-n2nnc(C(=O)NC3CC3)c2COS(C)(=O)=O)cc1, CC#N, CCOC(C)=O, [I-], [K+], [K+], NCc1ccccc1, [Na+]. The product is CCNC(=O)c1ccc(-n2nnc(C(=O)NC3CC3)c2CNCc2ccccc2)cc1. RXN SMILES: [C:29](=[O:30])([O-:31])[O-:32].[CH3:1][S:2]([O:3][CH2:6][c:7]1[c:8]([C:23](=[O:24])[NH:25][CH:26]2[CH2:27][CH2:28]2)[n:9][n:10][n:11]1-[c:12]1[cH:13][cH:14][c:15]([C:18](=[O:19])[NH:20][CH2:21][CH3:22])[cH:16][cH:17]1)(=[O:4])=[O:5].[CH3:45][C:46]#[N:47].[CH3:48][CH2:49][O:50][C:51](=[O:52])[CH3:53].[I-:44].[K+:33].[K+:34].[NH2:35][CH2:36][c:37]1[cH:38][cH:39][cH:40][cH:41][cH:42]1.[Na+:43]>>[CH2:6]([c:7]1[c:8]([C:23](=[O:24])[NH:25][CH:26]2[CH2:27][CH2:28]2)[n:9][n:10][n:11]1-[c:12]1[cH:13][cH:14][c:15]([C:18](=[O:19])[NH:20][CH2:21][CH3:22])[cH:16][cH:17]1)[NH:35][CH2:36][c:37]1[cH:38][cH:39][cH:40][cH:41][cH:42]1. Starting materials: COC(=O)c1ccc(OC2CC(F)(F)C2)c(-c2ccc(OC)c(Cl)c2)c1, CO, [Li+], [OH-], O. The product is COc1ccc(-c2cc(C(=O)O)ccc2OC2CC(F)(F)C2)cc1Cl. As a reaction SMILES: [CH3:1][O:2][C:3](=[O:4])[c:5]1[cH:6][c:7](-[c:18]2[cH:19][c:20]([Cl:26])[c:21]([O:24][CH3:25])[cH:22][cH:23]2)[c:8]([O:11][CH:12]2[CH2:13][C:14]([F:16])([F:17])[CH2:15]2)[cH:9][cH:10]1.[CH3:29][OH:30].[Li+:28].[OH-:27].[OH2:31]>>[O:2]=[C:3]([OH:4])[c:5]1[cH:6][c:7](-[c:18]2[cH:19][c:20]([Cl:26])[c:21]([O:24][CH3:25])[cH:22][cH:23]2)[c:8]([O:11][CH:12]2[CH2:13][C:14]([F:16])([F:17])[CH2:15]2)[cH:9][cH:10]1. Starting materials: ClC1=CC=C(C=C1)C=1NC=CN1 (2-(4-chlorophenyl)imidazole), ClS(=O)(=O)O (chlorosulfonic acid), S(=O)(Cl)Cl (Thionyl chloride). The solvent is O (water). Yields the product ClC1=CC=C(C=C1)C=1NC=C(N1)S(=O)(=O)Cl (2-(4-chlorophenyl)-4-chlorosulfonylimidazole). As a reaction SMILES: [Cl:1][C:2]1[CH:7]=[CH:6][C:5]([C:8]2[NH:9][CH:10]=[CH:11][N:12]=2)=[CH:4][CH:3]=1.[Cl:13][S:14](O)(=[O:16])=[O:15].S(Cl)(Cl)=O>O>[Cl:1][C:2]1[CH:3]=[CH:4][C:5]([C:8]2[NH:12][CH:11]=[C:10]([S:14]([Cl:13])(=[O:16])=[O:15])[N:9]=2)=[CH:6][CH:7]=1. Procedure: 2-(4-chlorophenyl)imidazole (6 g., 0.034 mole) was added portionwise at room temperature with stirring to chlorosulfonic acid (30 ml.). The mixture was heated 2 hours at 100° and cooled to room temperature. Thionyl chloride (3 g.) was added and the mixture again heated for 2 hours at 100°. After cooling to room temperature the mixture was added cautiously to ice and water. A semi-solid separated and was extracted with ether. The ether layer was dried and concentrated to yield 2-(4-chlorophenyl)-... The reactants are COC(C(=O)C1=CNC2=CC(=CC=C12)C=1C=NC=CC1)=O ((6-(pyridin-3-yl)indol-3-yl)oxoacetic acid methyl ester), C1(=CN2CCCC3=CC=CC1=C23)CC(=O)N (2-(5,6-dihydro-4H-pyrrolo[3,2,1-ij]quinolin-1-yl)acetamide). Yields the product C1(=CN2CCCC3=CC=CC1=C23)C=2C(NC(C2C2=CNC3=CC(=CC=C23)C=2C=NC=CC2)=O)=O (3-(5,6-dihydro-4H-pyrrolo[3,2,1-ij]quinolin-1-yl)-4-(6-(pyridin-3-yl)-1H-indol-3-yl)pyrrole-2,5-dione). RXN SMILES: CO[C:3](=[O:21])[C:4]([C:6]1[C:14]2[C:9](=[CH:10][C:11]([C:15]3[CH:16]=[N:17][CH:18]=[CH:19][CH:20]=3)=[CH:12][CH:13]=2)[NH:8][CH:7]=1)=O.[C:22]1([CH2:34][C:35]([NH2:37])=[O:36])[C:32]2=[C:33]3[C:28](=[CH:29][CH:30]=[CH:31]2)[CH2:27][CH2:26][CH2:25][N:24]3[CH:23]=1>>[C:22]1([C:34]2[C:35](=[O:36])[NH:37][C:3](=[O:21])[C:4]=2[C:6]2[C:14]3[C:9](=[CH:10][C:11]([C:15]4[CH:16]=[N:17][CH:18]=[CH:19][CH:20]=4)=[CH:12][CH:13]=3)[NH:8][CH:7]=2)[C:32]2=[C:33]3[C:28](=[CH:29][CH:30]=[CH:31]2)[CH2:27][CH2:26][CH2:25][N:24]3[CH:23]=1. Procedure: Beginning with (6-(pyridin-3-yl)indol-3-yl)oxoacetic acid methyl ester and 2-(5,6-dihydro-4H-pyrrolo[3,2,1-ij]quinolin-1-yl)acetamide, the title compound was prepared essentially as described in Example 1. Reactants: C[Si](C)(C)[N-][Si](C)(C)C, CSc1nc(Cl)c2c(n1)CCN(C(=O)OC(C)(C)C)C2, Nc1ccc(Cl)cc1Cl, [Na+], C1CCOC1. The product is CSc1nc2c(c(Nc3ccc(Cl)cc3Cl)n1)CN(C(=O)OC(C)(C)C)CC2. As a reaction SMILES: [CH3:30][Si:31]([N-:32][Si:33]([CH3:34])([CH3:35])[CH3:36])([CH3:37])[CH3:38].[Cl:1][c:2]1[c:3]2[c:4]([n:5][c:6]([S:8][CH3:9])[n:7]1)[CH2:10][CH2:11][N:12]([C:14](=[O:15])[O:16][C:17]([CH3:18])([CH3:19])[CH3:20])[CH2:13]2.[NH2:21][c:22]1[cH:23][cH:24][c:25]([Cl:26])[cH:27][c:28]1[Cl:29].[Na+:39].[O:40]1[CH2:41][CH2:42][CH2:43][CH2:44]1>>[c:2]1([NH:21][c:22]2[cH:23][cH:24][c:25]([Cl:26])[cH:27][c:28]2[Cl:29])[c:3]2[c:4]([n:5][c:6]([S:8][CH3:9])[n:7]1)[CH2:10][CH2:11][N:12]([C:14](=[O:15])[O:16][C:17]([CH3:18])([CH3:19])[CH3:20])[CH2:13]2. The reactants are C(C1=CC=CC=C1)OC[C@H]1NS(CC1)(=O)=O ((S)-3-benzyloxymethylisothiazolidine 1,1-dioxide), BrC1=C(C=C(C=C1)C(=O)N1CCN(CC1)C1=C(C=C(C=C1)C)C)F ((4-bromo-3-fluorophenyl)[4-(2,4-dimethylphenyl)piperazin-1-yl]methanone). The product is CC1=C(C=CC(=C1)C)N1CCN(CC1)C(=O)C1=CC(=C(C=C1)N1S(CC[C@H]1CO)(=O)=O)F ((S)-[4-(2,4-dimethylphenyl)piperazin-1-yl][3-fluoro-4-(3-hydroxymethyl-1,1-dioxo-1λ6-isothiazolidin-2-yl)phenyl]methanone). The yield is 13.4%. Reaction SMILES: C([O:8][CH2:9][C@@H:10]1[CH2:14][CH2:13][S:12](=[O:16])(=[O:15])[NH:11]1)C1C=CC=CC=1.Br[C:18]1[CH:23]=[CH:22][C:21]([C:24]([N:26]2[CH2:31][CH2:30][N:29]([C:32]3[CH:37]=[CH:36][C:35]([CH3:38])=[CH:34][C:33]=3[CH3:39])[CH2:28][CH2:27]2)=[O:25])=[CH:20][C:19]=1[F:40]>>[CH3:39][C:33]1[CH:34]=[C:35]([CH3:38])[CH:36]=[CH:37][C:32]=1[N:29]1[CH2:28][CH2:27][N:26]([C:24]([C:21]2[CH:22]=[CH:23][C:18]([N:11]3[C@H:10]([CH2:9][OH:8])[CH2:14][CH2:13][S:12]3(=[O:15])=[O:16])=[C:19]([F:40])[CH:20]=2)=[O:25])[CH2:31][CH2:30]1. Procedure details: Using (S)-3-benzyloxymethylisothiazolidine 1,1-dioxide (1.07 g) described in Preparation Example 1 and (4-bromo-3-fluorophenyl)[4-(2,4-dimethylphenyl)piperazin-1-yl]methanone (1.74 g) described in Preparation Example 132 and by the reaction and treatment in the same manner as in Example 32, the title compound (274 mg) was obtained.